From a dataset of the Open Reaction Database (ORD), a public repository of structured organic reaction records. describe an organic reaction: reactants, conditions, products, and yield Starting materials: [N+](=O)([O-])C1=C(N)C=C(C=C1)SCC=C (2-nitro-5-(2-propenylthio)aniline), O (water). The reagents and catalysts are [Fe] (iron). Solvent: C1=CC=CC=C1 (benzene). Yields the product C(C=C)SC1=CC(=C(C=C1)N)N (4-(2-Propenylthio)-o-phenylenediamine). Reaction SMILES: [N+:1]([C:4]1[CH:10]=[CH:9][C:8]([S:11][CH2:12][CH:13]=[CH2:14])=[CH:7][C:5]=1[NH2:6])([O-])=O.O>C1C=CC=CC=1.[Fe]>[CH2:12]([S:11][C:8]1[CH:9]=[CH:10][C:4]([NH2:1])=[C:5]([NH2:6])[CH:7]=1)[CH:13]=[CH2:14]. Procedure details: To a solution of 4 g of 2-nitro-5-(2-propenylthio)aniline in 200 ml of benzene there is added 4.0 g of activated iron (Sandler and Karo, Organic Functional Group Preparations, Vol. 1, 1968, pp. 339-340), and the mixture is refluxed for three hours. During the reflux period, water is added in small portions every 15 minutes until a total of 20 ml is reached. The solvent is decanted. The iron sludge is extracted with hot benzene and the combined dried benzene fractions are evaporated in vacuo. The... The reactants are ON=C(C1=CN=CC=C1)N (N′-hydroxynicotinimidamide), FC1=C(C(=O)O)C=CC(=C1)F (2,4-difluorobenzoic acid), N (NH3). Reported procedure: The title compound was prepared according to the procedure of Example 8 using N′-hydroxynicotinimidamide (Aldrich) and 2,4-difluorobenzoic acid (Aldrich). 1H NMR (300 MHz, CD3OD) δ 7.23-7.36 (m, 2 H), 7.64 (ddd, J=8.1, 5.0, 0.8 Hz, 1 H), 8.35 (td, J=8.5, 6.4 Hz, 1 H), 8.56 (dt, J=7.8, 1.9 Hz, 1 H), 8.74 (dd, J=5.1, 1.7 Hz, 1 H), 9.30 (dd, J=2.2, 0.8 Hz, 1 H) ppm; MS (DCI/NH3) m/z 260 (M+H)+. As a reaction SMILES: [OH:1][N:2]=[C:3]([NH2:10])[C:4]1[CH:9]=[CH:8][CH:7]=[N:6][CH:5]=1.[F:11][C:12]1[CH:20]=[C:19]([F:21])[CH:18]=[CH:17][C:13]=1[C:14](O)=O.N>>[F:11][C:12]1[CH:20]=[C:19]([F:21])[CH:18]=[CH:17][C:13]=1[C:14]1[O:1][N:2]=[C:3]([C:4]2[CH:5]=[N:6][CH:7]=[CH:8][CH:9]=2)[N:10]=1. Product: FC1=C(C=CC(=C1)F)C1=NC(=NO1)C=1C=NC=CC1 (5-(2,4-difluorophenyl)-3-(pyridin-3-yl)-1,2,4-oxadiazole).